From a dataset of the Open Reaction Database (ORD), a public repository of structured organic reaction records. describe an organic reaction: reactants, conditions, products, and yield Reactants: CC(=O)SC1CN2CCC1CC2, [Na+], [OH-]. Product: SC1CN2CCC1CC2. As a reaction SMILES: [C:1](=[O:2])([CH3:3])[S:4][CH:5]1[CH2:6][N:7]2[CH2:8][CH2:9][CH:10]1[CH2:11][CH2:12]2.[Na+:14].[OH-:13]>>[SH:4][CH:5]1[CH2:6][N:7]2[CH2:8][CH2:9][CH:10]1[CH2:11][CH2:12]2. Reactants: COC(C1=CC(=CC=C1)CN1C[C@H](CCC1)NC(=NC(=O)C1=NC(=C(N=C1N)N)Cl)N)=O ((S)-3-{3-[N′-(3,5-Diamino-6-chloro-pyrazine-2-carbonyl)-guanidino]-piperidin-1-ylmethyl}-benzoic acid methyl ester), COC(C1=CC(=CC=C1)CN1C[C@H](CCC1)NC(=NC(=O)C1=NC(=C(N=C1N)N)Cl)N)=O ((S)-3-{3-[N′-(3,5-Diamino-6-chloro-pyrazine-2-carbonyl)-guanidino]-piperidin-1-ylmethyl}-benzoic acid methyl ester), CI (methyl iodide). Run in CC(=O)C.CN(C=O)C (acetone dimethylformamide). Run at time 8 hour. Yields the product [Cl-].NC=1C(=NC(=C(N1)N)Cl)C(=O)N=C(NC1C[N@+](CCC1)(C)CC1=CC(=CC=C1)C(=O)OC)N ((S)-3-[N′-(3,5-Diamino-6-chloro-pyrazine-2-carbonyl)-guanidino]-1-(3-methoxycarbonyl-benzyl)-1-methyl-piperidinium chloride). As a reaction SMILES: [CH3:1][O:2][C:3](=[O:32])[C:4]1[CH:9]=[CH:8][CH:7]=[C:6]([CH2:10][N:11]2[CH2:16][CH2:15][CH2:14][C@H:13]([NH:17][C:18]([NH2:31])=[N:19][C:20]([C:22]3[C:27]([NH2:28])=[N:26][C:25]([NH2:29])=[C:24]([Cl:30])[N:23]=3)=[O:21])[CH2:12]2)[CH:5]=1.[CH3:33]I>CC(C)=O.CN(C)C=O>[Cl-:30].[NH2:28][C:27]1[C:22]([C:20]([N:19]=[C:18]([NH2:31])[NH:17][CH:13]2[CH2:14][CH2:15][CH2:16][N@+:11]([CH2:10][C:6]3[CH:7]=[CH:8][CH:9]=[C:4]([C:3]([O:2][CH3:1])=[O:32])[CH:5]=3)([CH3:33])[CH2:12]2)=[O:21])=[N:23][C:24]([Cl:30])=[C:25]([NH2:29])[N:26]=1 |f:2.3,4.5|. Reported procedure: A mixture of 35 mg (0.066 mmol) (S)-3-{3-[N′-(3,5-Diamino-6-chloro-pyrazine-2-carbonyl)-guanidino]-piperidin-1-ylmethyl}-benzoic acid methyl ester (intermediate 10) and 100 μl (0.7 mmol) methyl iodide in 2 ml acetone/dimethylformamide (1:1) is stirred at room temperature overnight. Then the reaction mixture is concentrated under reduced pressure and the residue is purified by preparative reverse phase HPLC (gradient of methanol and water+0.2% trifluoroacetic acid, 25° C.). Fractions containing t... Starting materials: O (water), BrC1=NC=C(C=C1)O (2-Bromo-5-hydroxypyridine), ICCC (1-iodopropane), [H-].[Na+] (NaH). Run in CN(C)C=O (DMF). Conditions: time 18 hour. The product is BrC1=NC=C(C=C1)OCCC (2-Bromo-5-propoxy-pyridine). The yield is 87.0%. Reaction SMILES: [Br:1][C:2]1[CH:7]=[CH:6][C:5]([OH:8])=[CH:4][N:3]=1.[H-].[Na+].I[CH2:12][CH2:13][CH3:14].O>CN(C=O)C>[Br:1][C:2]1[CH:7]=[CH:6][C:5]([O:8][CH2:12][CH2:13][CH3:14])=[CH:4][N:3]=1 |f:1.2|. Procedure details: 2-Bromo-5-hydroxypyridine (6 mmol) is dissolved in DMF (10 ml) and NaH (1.4 eq., 60% suspension in liquid paraffin) is added. After 30 min 1-iodopropane (1.1 eq.) is added and the reaction solution is stirred 18 hours. The reaction solution is pored into water and extracted with methyltert.-butyl ether. The combined organic layers are dried over MgSO4 and the solvent is removed in vacuo. 2-Bromo-5-propoxy-pyridine is obtained as yellow oil in a yield of 87%; HPLC (method C): 1.93 min; LC-MS (met... Starting materials: Nc1cccc(Br)c1, CS(=O)(=O)N=C(Oc1ccccc1)Oc1ccccc1, CC#N. The product is CS(=O)(=O)N=C(Nc1cccc(Br)c1)Oc1ccccc1. As a reaction SMILES: [Br:21][c:22]1[cH:23][c:24]([NH2:25])[cH:26][cH:27][cH:28]1.[CH3:1][S:2](=[O:3])(=[O:4])[N:5]=[C:6]([O:7][c:8]1[cH:9][cH:10][cH:11][cH:12][cH:13]1)[O:14][c:15]1[cH:16][cH:17][cH:18][cH:19][cH:20]1.[CH3:29][C:30]#[N:31]>>[CH3:1][S:2](=[O:3])(=[O:4])[N:5]=[C:6]([O:14][c:15]1[cH:16][cH:17][cH:18][cH:19][cH:20]1)[NH:25][c:24]1[cH:23][c:22]([Br:21])[cH:28][cH:27][cH:26]1. The reactants are N1C(=NCCC1)S (1,4,5,6-tetrahydro-2-pyrimidinethiol), CN1C(=CC2=CC=CC=C12)C(=O)O (1-methylindole-2-carboxylic acid), [I-].[K+] (potassium iodide), II (iodine). Run in CO (methanol), O (water). Yields the product I.CN1C(=C(C2=CC=CC=C12)SC=1NCCCN1)C(=O)O (1-methyl-3-(1,4,5,6-tetrahydro-2-pyrimidinylthio)-indole-2-carboxylic acid hydriodide). Reaction SMILES: [CH3:1][N:2]1[C:10]2[C:5](=[CH:6][CH:7]=[CH:8][CH:9]=2)[CH:4]=[C:3]1[C:11]([OH:13])=[O:12].[I-:14].[K+].II.[NH:18]1[CH2:23][CH2:22][CH2:21][N:20]=[C:19]1[SH:24]>CO.O>[IH:14].[CH3:1][N:2]1[C:10]2[C:5](=[CH:6][CH:7]=[CH:8][CH:9]=2)[C:4]([S:24][C:19]2[NH:20][CH2:21][CH2:22][CH2:23][N:18]=2)=[C:3]1[C:11]([OH:13])=[O:12] |f:1.2,7.8|. Procedure: A solution of 8.6 g of 1-methylindole-2-carboxylic acid in 250 ml of warm methanol is added to a well-stirred solution of 25 g of potassium iodide and 12.2 g of iodine in 75 ml of water and treated with a solution of 5.8 g of 1,4,5,6-tetrahydro-2-pyrimidinethiol. The reaction is carried out and then worked up in the manner described under Example 1 to yield 1-methyl-3-(1,4,5,6-tetrahydro-2-pyrimidinylthio)-indole-2-carboxylic acid hydriodide which melts at 227° (with decomposition) after recryst... The reactants are Cc1nn2c(Br)cccc2c1[N+](=O)[O-], CCO, CC(=O)O, O, [Zn]. Yields the product Cc1nn2c(Br)cccc2c1N. Reaction SMILES: [Br:1][c:2]1[cH:3][cH:4][cH:5][c:6]2[n:7]1[n:8][c:9]([CH3:14])[c:10]2[N+:11]([O-:12])=[O:13].[CH3:15][CH2:16][OH:17].[CH3:20][C:21](=[O:22])[OH:23].[OH2:18].[Zn:19]>>[Br:1][c:2]1[cH:3][cH:4][cH:5][c:6]2[n:7]1[n:8][c:9]([CH3:14])[c:10]2[NH2:11].